Dataset: the Open Reaction Database (ORD), a public repository of structured organic reaction records. Task: describe an organic reaction: reactants, conditions, products, and yield The reactants are OC1=NOC(=C1)CC(=O)O (3-hydroxyisoxazol-5-ylacetic acid), ClN1C(CCC1=O)=O (N-chlorosuccinimide). Solvent: CN(C=O)C (N,N-dimethylformamide). Conditions: time 15 hour. The product is ClC=1C(=NOC1CC(=O)O)O (4-Chloro-3-hydroxyisoxazol-5-ylacetic acid). Yield: 60.1%. As a reaction SMILES: [OH:1][C:2]1[CH:6]=[C:5]([CH2:7][C:8]([OH:10])=[O:9])[O:4][N:3]=1.[Cl:11]N1C(=O)CCC1=O>CN(C)C=O>[Cl:11][C:6]1[C:2]([OH:1])=[N:3][O:4][C:5]=1[CH2:7][C:8]([OH:10])=[O:9]. Reported procedure: To a solution of 4.3 g (30 mmoles) of 3-hydroxyisoxazol-5-ylacetic acid in 10 ml of N,N-dimethylformamide were added 4.81 g (36 mmole) of N-chlorosuccinimide, with ice-cooling and stirring. The mixture was left to stand at room temperature for 15 hours, after which the N,N-dimethylformamide was distilled off under reduced pressure and ethyl acetate was added. The mixture was then extracted with an aqueous solution of sodium hydrogen carbonate and then the pH of the extract was adjusted to a valu... Reactants: C(C)OC(=O)C1=CC=C(CN2CCN(CC2)C2=NC3(C(=C2)C2=CC=CC=C2)C=CC(C=C3)=O)C=C1 (2-[4-(4-ethoxycarbonylbenzyl)-1-piperazinyl]-4-phenyl-1-azaspiro[4.5]deca-1,3,6,9-tetraen-8-one). Run in ClC1=C(C=C(C=C1)Cl)Cl (1,2,4-trichlorobenzene), C(Cl)Cl (methylene chloride). The product is C(C)OC(=O)C1=CC=C(CN2CCN(CC2)C2=CC(=C3N2C=CC(C=C3)=O)C3=CC=CC=C3)C=C1 (3-[4-(4-ethoxycarbonylbenzyl)-1-piperazinyl]-1-phenyl-7H-pyrrolo[1,2-a]azepin-7-one). The yield is 46.0%. As a reaction SMILES: [CH2:1]([O:3][C:4]([C:6]1[CH:35]=[CH:34][C:9]([CH2:10][N:11]2[CH2:16][CH2:15][N:14]([C:17]3[CH:21]=[C:20]([C:22]4[CH:27]=[CH:26][CH:25]=[CH:24][CH:23]=4)[C:19]4([CH:32]=[CH:31][C:30](=[O:33])[CH:29]=[CH:28]4)[N:18]=3)[CH2:13][CH2:12]2)=[CH:8][CH:7]=1)=[O:5])[CH3:2]>ClC1C=CC(Cl)=CC=1Cl.C(Cl)Cl>[CH2:1]([O:3][C:4]([C:6]1[CH:7]=[CH:8][C:9]([CH2:10][N:11]2[CH2:16][CH2:15][N:14]([C:17]3[N:18]4[CH:32]=[CH:31][C:30](=[O:33])[CH:29]=[CH:28][C:19]4=[C:20]([C:22]4[CH:27]=[CH:26][CH:25]=[CH:24][CH:23]=4)[CH:21]=3)[CH2:13][CH2:12]2)=[CH:34][CH:35]=1)=[O:5])[CH3:2]. Reported procedure: A solution of 2-[4-(4-ethoxycarbonylbenzyl)-1-piperazinyl]-4-phenyl-1-azaspiro[4.5]deca-1,3,6,9-tetraen-8-one (12.4 g) in 1,2,4-trichlorobenzene (250 cc) is heated for 11 hours to a temperature of about 210° C. After evaporation to dryness under reduced pressure (1 mm Hg; 0.13 kPa) at 40° C., the residue obtained is dissolved in methylene chloride (250 cc) and the solution is poured into silica (400 g) contained in a column 6 cm in diameter. Elution is first performed with methylene chloride (2 ...